This data is from the Open Reaction Database (ORD), a public repository of structured organic reaction records. The task is: describe an organic reaction: reactants, conditions, products, and yield As a reaction SMILES: [C:1]([N:5]1[CH2:9][C@@H:8]([C:10]2[CH:15]=[CH:14][C:13]([F:16])=[CH:12][C:11]=2[F:17])[C@H:7]([C:18](O)=[O:19])[CH2:6]1)([CH3:4])([CH3:3])[CH3:2].C[N:22]1[CH2:27][CH2:26]O[CH2:24][CH2:23]1.[CH:28]1[CH:29]=[CH:30][C:31]2N(O)N=N[C:32]=2[CH:33]=1.[CH2:38](Cl)[CH2:39]Cl.[NH:42]1[CH2:47][CH2:46][NH:45][CH2:44][CH2:43]1.Cl>ClCCl>[C:1]([N:5]1[CH2:9][C@@H:8]([C:10]2[CH:15]=[CH:14][C:13]([F:16])=[CH:12][C:11]=2[F:17])[C@H:7]([C:18]([N:42]2[CH2:47][CH2:46][N:45]([CH:24]([CH:32]3[CH2:31][CH2:30][CH2:29][CH2:28][CH2:33]3)[CH2:23][N:22]([CH2:38][CH3:39])[CH2:27][CH3:26])[CH2:44][CH2:43]2)=[O:19])[CH2:6]1)([CH3:4])([CH3:3])[CH3:2]. Run in ClCCl (dichloromethane). Reactants: C(C)(C)(C)N1C[C@H]([C@@H](C1)C1=C(C=C(C=C1)F)F)C(=O)O ((3S,4R)-1-tert-butyl-4-(2,4-difluorophenyl)pyrrolidine 3-carboxylic acid), CN1CCOCC1 (4-methylmorpholine), C=1C=CC2=C(C1)N=NN2O (HOBt), C(CCl)Cl (EDC), N1CCNCC1 (piperazine), Cl (HCl). Run at time 18 hour. Reported procedure: To a solution of (3S,4R)-1-tert-butyl-4-(2,4-difluorophenyl)pyrrolidine 3-carboxylic acid A-2 (40 mg, 0.138 mmol) in dichloromethane (10 mL) was added 4-methylmorpholine (0.023 mL, 0.208 mmol), HOBt (20.6 mg, 0.152 mmol), EDC (39.8 mg, 0.208 mmol), and piperazine K-2 (41.9 mg, 0.138 mmol). The reaction mixture was stirred at room temperature for 18 hrs. The reaction mixture was concentrated, purified by preparative TLC (10:1, CHCl3: 2N NH3 in MeOH) to give a yellow oil, to which was added HCl (1... The product is C(C)(C)(C)N1C[C@H]([C@@H](C1)C1=C(C=C(C=C1)F)F)C(=O)N1CCN(CC1)C(CN(CC)CC)C1CCCCC1 (2-(4-{[(3S,4R)-1-tert-butyl-4-(2,4-difluorophenyl)pyrrolidin-3-yl]carbonyl}piperazin-1-yl)-2-cyclohexyl-N,N-diethylethanamine). The reactants are ClC=1C=C(C=CC1OC1=CC(=CC=C1)C(F)(F)F)NC=1C2=C(N=CN1)C=CN2CCNC(CCO)=O (N-{2-[4-({3-Chloro-4-[3-(trifluoromethyl)phenoxy]phenyl}amino)-5H-pyrrolo[3,2-d]pyrimidin-5-yl]ethyl}-3-hydroxypropanamide), aqueous solution, OCCC(=O)O (3-hydroxypropanoic acid), ClC=1C=C(C=CC1OC1=CC(=CC=C1)C(F)(F)F)NC=1C2=C(N=CN1)C=CN2CCNC(CCO)=O (N-{2-[4-({3-chloro-4-[3-(trifluoromethyl)phenoxy]phenyl}amino)-5H-pyrrolo[3,2-d]pyrimidin-5-yl]ethyl}-3-hydroxypropanamide), CS(=O)(=O)O (methanesulfonic acid), N-[3-(dimethylamino)propyl]-N-ethylcarbodiimide hydrochloride, Example 202 ( iii ), Cl.Cl.NCCN1C=CC=2N=CN=C(C21)NC2=CC(=C(C=C2)OC2=CC(=CC=C2)C(F)(F)F)Cl (5-(2-aminoethyl)-N-{3-chloro-4-[3-(trifluoromethyl)phenoxy]phenyl}-5H-pyrrolo[3,2-d]pyrimidin-4-amine dihydrochloride), O.ON1N=NC2=C1C=CC=C2 (1-hydroxybenzotriazole monohydrate). Solvent: O1CCCC1 (tetrahydrofuran), C(C)(=O)OCC (ethyl acetate), C(C)N(CC)CC (triethylamine), CN(C=O)C (N,N-dimethylformamide). Run at time 2 hour. The product is CS(=O)(=O)O.ClC=1C=C(C=CC1OC1=CC(=CC=C1)C(F)(F)F)NC=1C2=C(N=CN1)C=CN2CCNC(CCO)=O (N-{2-[4-({3-chloro-4-[3-(trifluoromethyl)phenoxy]phenyl}amino)-5H-pyrrolo[3,2-d]pyrimidin-5-yl]ethyl}-3-hydroxypropanamide methanesulfonate). Reaction SMILES: [Cl:1][C:2]1[CH:3]=[C:4]([NH:19][C:20]2[C:21]3[N:28]([CH2:29][CH2:30][NH:31][C:32](=[O:36])[CH2:33][CH2:34][OH:35])[CH:27]=[CH:26][C:22]=3[N:23]=[CH:24][N:25]=2)[CH:5]=[CH:6][C:7]=1[O:8][C:9]1[CH:14]=[CH:13][CH:12]=[C:11]([C:15]([F:18])([F:17])[F:16])[CH:10]=1.Cl.Cl.NCCN1C2C(NC3C=CC(OC4C=CC=C(C(F)(F)F)C=4)=C(Cl)C=3)=NC=NC=2C=C1.OCCC(O)=O.O.ON1C2C=CC=CC=2N=N1.[CH3:87][S:88]([OH:91])(=[O:90])=[O:89]>C(OCC)(=O)C.CN(C)C=O.O1CCCC1.C(N(CC)CC)C>[CH3:87][S:88]([OH:91])(=[O:90])=[O:89].[Cl:1][C:2]1[CH:3]=[C:4]([NH:19][C:20]2[C:21]3[N:28]([CH2:29][CH2:30][NH:31][C:32](=[O:36])[CH2:33][CH2:34][OH:35])[CH:27]=[CH:26][C:22]=3[N:23]=[CH:24][N:25]=2)[CH:5]=[CH:6][C:7]=1[O:8][C:9]1[CH:14]=[CH:13][CH:12]=[C:11]([C:15]([F:18])([F:17])[F:16])[CH:10]=1 |f:1.2.3,5.6,12.13|. Procedure: N-{2-[4-({3-Chloro-4-[3-(trifluoromethyl)phenoxy]phenyl}amino)-5H-pyrrolo[3,2-d]pyrimidin-5-yl]ethyl}-3-hydroxypropanamide was obtained by the reaction in the same manner as in Example 202 (iii) using 5-(2-aminoethyl)-N-{3-chloro-4-[3-(trifluoromethyl)phenoxy]phenyl}-5H-pyrrolo[3,2-d]pyrimidin-4-amine dihydrochloride (3.50 g), a 3.6 M aqueous solution (5.6 mL) of 3-hydroxypropanoic acid, 1-hydroxybenzotriazole monohydrate (4.56 g), N-[3-(dimethylamino)propyl]-N-ethylcarbodiimide hydrochloride (1... The reactants are ClCCC1=C(N=C2N(C1=O)C=CC(=C2)C)C (3-(2-chloroethyl)-2,8-dimethyl-4H-pyrido[1,2-a]pyrimidin-4-one), ClC=1C=C(C=CC1)N1CCNCC1 (1-(m-chlorophenyl)piperazine). Run in C1(=CC=CC=C1)C (toluene). Product: Cl.Cl.ClC=1C=C(C=CC1)N1CCN(CC1)CCC1=C(N=C2N(C1=O)C=CC(=C2)C)C (3-[2-(4-m-Chlorophenyl-1-piperazinyl)ethyl]-2,8-dimethyl-4H-pyrido[1,2-a]pyrimidin-4-one . dihydrochloride). The yield is 46.2%. RXN SMILES: [Cl:1][CH2:2][CH2:3][C:4]1[C:9](=[O:10])[N:8]2[CH:11]=[CH:12][C:13]([CH3:15])=[CH:14][C:7]2=[N:6][C:5]=1[CH3:16].[Cl:17][C:18]1[CH:19]=[C:20]([N:24]2[CH2:29][CH2:28][NH:27][CH2:26][CH2:25]2)[CH:21]=[CH:22][CH:23]=1>C1(C)C=CC=CC=1>[ClH:1].[ClH:17].[Cl:17][C:18]1[CH:19]=[C:20]([N:24]2[CH2:29][CH2:28][N:27]([CH2:2][CH2:3][C:4]3[C:9](=[O:10])[N:8]4[CH:11]=[CH:12][C:13]([CH3:15])=[CH:14][C:7]4=[N:6][C:5]=3[CH3:16])[CH2:26][CH2:25]2)[CH:21]=[CH:22][CH:23]=1 |f:3.4.5|. Procedure details: A mixture of 2.4 g of 3-(2-chloroethyl)-2,8-dimethyl-4H-pyrido[1,2-a]pyrimidin-4-one, 5.9 g of 1-(m-chlorophenyl)piperazine and 25 ml of toluene was refluxed for 30 hours. After completion of the reaction, the rection mixture was then treated in the same manner as in Example 4, and the obtained crude crystals were recrystallized from a mixture of methanol and ethanol to give 2.2 g of the desired compound as pale yellow plates, m.p. 272° - 274°C (decomp.). Reactants: ethyl-2-cyclododecanone carboxylate, C(O)(O)=O.NC(=N)N (guanidine carbonate), C=1(C(=CC=CC1)C)C (xylene). Yields the product NC=1N=C(C2=C(N1)CCCCCCCCCC2)O (2-amino-5,6,7,8,9,10,11,12,13,14-decahydrocyclododeca (d) pyrimidin-4-ol). As a reaction SMILES: [C:1](=[O:4])(O)O.[NH2:5][C:6]([NH2:8])=[NH:7].[C:9]1([CH3:16])[C:10]([CH3:15])=[CH:11][CH:12]=[CH:13][CH:14]=1>>[NH2:7][C:6]1[N:8]=[C:1]([OH:4])[C:9]2[CH2:14][CH2:13][CH2:12][CH2:11][CH2:10][CH2:15][CH2:13][CH2:14][CH2:9][CH2:10][C:16]=2[N:5]=1 |f:0.1|. Reported procedure: A mixture of ethyl-2-cyclododecanone carboxylate (4.0 g) and guanidine carbonate (3.12 g) in xylene (50 ml) was refluxed overnight; after cooling the white solid was collected by filtration, washed with water, and recrystallized from ethanol. 2.15 g of white powder were recovered.